This data is from the Open Reaction Database (ORD), a public repository of structured organic reaction records. The task is: describe an organic reaction: reactants, conditions, products, and yield The product is CC1(C)CC=C(c2ccc(Cl)cc2)c2cc(C#Cc3ccc(C(=O)O)cc3)ccc21. As a reaction SMILES: [CH2:39]1[O:40][CH2:41][CH2:42][CH2:43]1.[CH3:1][C:2]1([CH3:32])[c:3]2[cH:4][cH:5][c:6]([C:19]#[C:20][c:21]3[cH:22][cH:23][c:24]([C:25](=[O:26])[O:27][CH2:28][CH3:29])[cH:30][cH:31]3)[cH:7][c:8]2[C:9]([c:12]2[cH:13][cH:14][c:15]([Cl:18])[cH:16][cH:17]2)=[CH:10][CH2:11]1.[CH3:36][CH2:37][OH:38].[ClH:35].[Na+:34].[OH-:33]>>[CH3:1][C:2]1([CH3:32])[c:3]2[cH:4][cH:5][c:6]([C:19]#[C:20][c:21]3[cH:22][cH:23][c:24]([C:25](=[O:26])[OH:27])[cH:30][cH:31]3)[cH:7][c:8]2[C:9]([c:12]2[cH:13][cH:14][c:15]([Cl:18])[cH:16][cH:17]2)=[CH:10][CH2:11]1. Reactants: C1CCOC1, CCOC(=O)c1ccc(C#Cc2ccc3c(c2)C(c2ccc(Cl)cc2)=CCC3(C)C)cc1, CCO, Cl, [Na+], [OH-].